Dataset: the Open Reaction Database (ORD), a public repository of structured organic reaction records. Task: describe an organic reaction: reactants, conditions, products, and yield Starting materials: ClC=1N=C(C2=C(N1)CCS2)CCCN ((2-chloro-6,7-dihydrothieno[3,2-d]pyrimidin-4-yl)propylamine), C1(=CC=CC=C1)N1CCNCC1 (N-phenylpiperazine). Run in O1CCOCC1 (dioxane). Product: C1(=CC=CC=C1)N1CCN(CC1)C=1N=C(C2=C(N1)CCS2)CCCN ([2-(4-phenylpiperazin-1-yl)-6,7-dihydrothieno[3,2-d]pyrimidin-4-yl]propylamine). Isolated yield 55.0%. As a reaction SMILES: Cl[C:2]1[N:3]=[C:4]([CH2:11][CH2:12][CH2:13][NH2:14])[C:5]2[S:10][CH2:9][CH2:8][C:6]=2[N:7]=1.[C:15]1([N:21]2[CH2:26][CH2:25][NH:24][CH2:23][CH2:22]2)[CH:20]=[CH:19][CH:18]=[CH:17][CH:16]=1>O1CCOCC1>[C:15]1([N:21]2[CH2:26][CH2:25][N:24]([C:2]3[N:3]=[C:4]([CH2:11][CH2:12][CH2:13][NH2:14])[C:5]4[S:10][CH2:9][CH2:8][C:6]=4[N:7]=3)[CH2:23][CH2:22]2)[CH:20]=[CH:19][CH:18]=[CH:17][CH:16]=1. Reported procedure: 9.7 g (42.3 mmol) of 2-chloro-6,7-dihydrothieno[3,2-d]pyrimidin-4-yl)propylamine (VIII) and 25.7 mL (169.2 mmol) of 1-phenylpiperazine (III) are placed in 200 mL of dioxane (carried out in 10 batches), then reacted for 1 hour at 160° C. in the microwave. The reaction mixture is concentrated by evaporation, the residue is combined with 250 mL of water. Then the mixture is suction filtered, washed with water, and dried. The residue is stirred with acetonitrile, then recrystallized from isopropanol...